From a dataset of the Open Reaction Database (ORD), a public repository of structured organic reaction records. describe an organic reaction: reactants, conditions, products, and yield The reactants are [Br-], Cc1ncc(CN(C(=O)OC(C)(C)C)c2ccc(C#N)cc2)c(C=O)c1OCc1cccc(C#N)c1, C[Mg+], C1CCOC1. Product: Cc1ncc(CN(C(=O)OC(C)(C)C)c2ccc(C#N)cc2)c(C(C)O)c1OCc1cccc(C#N)c1. RXN SMILES: [Br-:37].[C:1]([CH3:2])([CH3:3])([CH3:4])[O:5][C:6]([N:7]([c:8]1[cH:9][cH:10][c:11]([C:14]#[N:15])[cH:12][cH:13]1)[CH2:16][c:17]1[cH:18][n:19][c:20]([CH3:35])[c:21]([O:25][CH2:26][c:27]2[cH:28][c:29]([C:33]#[N:34])[cH:30][cH:31][cH:32]2)[c:22]1[CH:23]=[O:24])=[O:36].[CH3:38][Mg+:39].[O:40]1[CH2:41][CH2:42][CH2:43][CH2:44]1>>[C:1]([CH3:2])([CH3:3])([CH3:4])[O:5][C:6]([N:7]([c:8]1[cH:9][cH:10][c:11]([C:14]#[N:15])[cH:12][cH:13]1)[CH2:16][c:17]1[cH:18][n:19][c:20]([CH3:35])[c:21]([O:25][CH2:26][c:27]2[cH:28][c:29]([C:33]#[N:34])[cH:30][cH:31][cH:32]2)[c:22]1[CH:23]([OH:24])[CH3:38])=[O:36].